The task is: describe an organic reaction: reactants, conditions, products, and yield. This data is from the Open Reaction Database (ORD), a public repository of structured organic reaction records. The reactants are [H-].[Na+] (sodium hydride), C(CCC)[Li] (butyllithium), CCCCCCCCCCCC=O (lauric aldehyde), C(C)(=O)C(C(=O)OC)CCCCCC (methyl 2-acetyloctanoate), product, Cl (hydrochloric acid). The solvent is C1CCOC1 (THF), CCCCCC (hexane), O (water). Run at time 1 hour. The product is C(CCCCC)C=1C(OC(CC1O)CCCCCCCCCCC)=O (rac-5,6-dihydro-3-hexyl-4-hydroxy-6-undecyl-2H-pyran-2-one). Isolated yield 74.1%. Reaction SMILES: [C:1]([CH:4]([CH2:9][CH2:10][CH2:11][CH2:12][CH2:13][CH3:14])[C:5]([O:7][CH3:8])=[O:6])(=[O:3])[CH3:2].[H-].[Na+].C([Li])CCC.[CH3:22][CH2:23][CH2:24][CH2:25][CH2:26][CH2:27][CH2:28][CH2:29][CH2:30][CH2:31][CH2:32]C=O.Cl>C1COCC1.CCCCCC.O>[CH2:9]([C:4]1[C:5](=[O:6])[O:7][CH:8]([CH2:32][CH2:31][CH2:30][CH2:29][CH2:28][CH2:27][CH2:26][CH2:25][CH2:24][CH2:23][CH3:22])[CH2:2][C:1]=1[OH:3])[CH2:10][CH2:11][CH2:12][CH2:13][CH3:14] |f:1.2|. Procedure details: 110.2 g of methyl 2-acetyloctanoate (the product of Example 1a) were added dropwise under argon and while stirring at 0°-5° to a suspension of 14.4 g of sodium hydride 97% in 750 ml of THF. The mixture was stirred at room temperature for 1 hour and subsequently cooled to -12°. 370 ml of 1.56M butyllithium in hexane were added within 1 hour at -12° to -10°. The mixture was stirred at -12° for 1 hour. 92.2 g of lauric aldehyde were added dropwise at -10° to the solution obtained. The mixture was s... Reactants: O (water), C([O-])([O-])=O.[K+].[K+] (potassium carbonate), BrCC(=O)OCC (ethyl bromoacetate), C(C1=CC=CC=C1)N1CCN(CC1)C=1C=CC(=C(C=O)C1)O (5-(4-benzylpiperazin-1-yl)-2-hydroxybenzaldehyde). Run in C(C)(=O)OCC (ethyl acetate), CN1CCCC1=O (NMP). Yields the product C(C1=CC=CC=C1)N1CCN(CC1)C1=CC(=C(OCC(=O)OCC)C=C1)C=O (ethyl 4-(4-benzylpiperazin-1-yl)-2-formylphenoxyacetate). Isolated yield 70.0%. As a reaction SMILES: [CH2:1]([N:8]1[CH2:13][CH2:12][N:11]([C:14]2[CH:15]=[CH:16][C:17]([OH:22])=[C:18]([CH:21]=2)[CH:19]=[O:20])[CH2:10][CH2:9]1)[C:2]1[CH:7]=[CH:6][CH:5]=[CH:4][CH:3]=1.C(=O)([O-])[O-].[K+].[K+].Br[CH2:30][C:31]([O:33][CH2:34][CH3:35])=[O:32].O>CN1C(=O)CCC1.C(OCC)(=O)C>[CH2:1]([N:8]1[CH2:9][CH2:10][N:11]([C:14]2[CH:15]=[CH:16][C:17]([O:22][CH2:30][C:31]([O:33][CH2:34][CH3:35])=[O:32])=[C:18]([CH:19]=[O:20])[CH:21]=2)[CH2:12][CH2:13]1)[C:2]1[CH:3]=[CH:4][CH:5]=[CH:6][CH:7]=1 |f:1.2.3|. Procedure details: 0.5 g of 5-(4-benzylpiperazin-1-yl)-2-hydroxybenzaldehyde are dissolved in 5 ml of NMP at 20° C. under nitrogen with stirring, and 0.25 g of potassium carbonate and 0.2 ml of ethyl bromoacetate are added. The mixture is stirred at 110° for 4 hours and cooled to 15°. 30 ml of water and 30 ml of ethyl acetate are added to the mixture, the phases are separated, and the aqueous phase is extracted with 30 ml of ethyl acetate. Combined organic phases are washed with 2×30 ml of water and freed from sol... The reactants are [N+](=O)([O-])C1=CC=C(C=C1)C=1C=CC(=NC1)C(C)=O (1-(5-(4-nitrophenyl)pyridin-2-yl)ethanone), [BH4-].[Na+] (NaBH4). Solvent: C1CCOC1 (THF), CO (methanol), O (water). Conditions: time 5 minute. Product: [N+](=O)([O-])C1=CC=C(C=C1)C=1C=CC(=NC1)C(C)O (1-(5-(4-nitrophenyl)pyridin-2-yl)ethanol), solid. Yield: 100.0%. Reaction SMILES: [N+:1]([C:4]1[CH:9]=[CH:8][C:7]([C:10]2[CH:11]=[CH:12][C:13]([C:16](=[O:18])[CH3:17])=[N:14][CH:15]=2)=[CH:6][CH:5]=1)([O-:3])=[O:2].[BH4-].[Na+]>C1COCC1.CO.O>[N+:1]([C:4]1[CH:5]=[CH:6][C:7]([C:10]2[CH:11]=[CH:12][C:13]([CH:16]([OH:18])[CH3:17])=[N:14][CH:15]=2)=[CH:8][CH:9]=1)([O-:3])=[O:2] |f:1.2|. Procedure details: To a stirred solution of 1-(5-(4-nitrophenyl)pyridin-2-yl)ethanone (100 mg, 0.4 mmol) in THF (2 mL) and methanol (2 mL) was added NaBH4 (3 mg, 0.8 mmol) at rt and the reaction was stirred at rt for about 5 min. The reaction mixture was diluted with water (10 mL) and extracted with ethyl acetate (2×100 mL). The combined organic extracts were washed with brine solution (10 mL), organic layer was dried over Na2SO4 and concentrated under vacuum to obtain 1-(5-(4-nitrophenyl)pyridin-2-yl)ethanol as o... Starting materials: O=C1OC2CC1CCC2I, C1CCC2=NCCCN2CC1, c1ccccc1. Product: O=C1OC2C=CCC1C2. RXN SMILES: [I:1][CH:2]1[CH2:3][CH2:4][CH:5]2[C:6](=[O:10])[O:7][CH:8]1[CH2:9]2.[N:11]12[CH2:12][CH2:13][CH2:14][N:15]=[C:16]1[CH2:17][CH2:18][CH2:19][CH2:20][CH2:21]2.[cH:22]1[cH:23][cH:24][cH:25][cH:26][cH:27]1>>[CH:2]1=[CH:3][CH2:4][CH:5]2[C:6](=[O:10])[O:7][CH:8]1[CH2:9]2. The reactants are ClCCl, Cc1cccc(C)c1NCC(=O)O, [Cl-], O=C(O)CCl, [Na+], [OH-]. The product is Cc1cccc(C)c1N(CC(=O)O)C(=O)CCl. As a reaction SMILES: [CH2:22]([Cl:23])[Cl:24].[CH3:1][c:2]1[c:3]([NH:4][CH2:5][C:6](=[O:7])[OH:8])[c:9]([CH3:13])[cH:10][cH:11][cH:12]1.[Cl-:16].[Cl:17][CH2:18][C:19](=[O:20])[OH:21].[Na+:15].[OH-:14]>>[CH3:1][c:2]1[c:3]([N:4]([CH2:5][C:6](=[O:7])[OH:8])[C:19]([CH2:18][Cl:17])=[O:20])[c:9]([CH3:13])[cH:10][cH:11][cH:12]1.